From a dataset of the Open Reaction Database (ORD), a public repository of structured organic reaction records. describe an organic reaction: reactants, conditions, products, and yield Reactants: solution, ClC=1C=C(C(=O)OO)C=CC1 (m-chloroperoxybenzoic acid), FC(OC1=C(C2=C(NC(=N2)SCC2=NC=CC(=C2OC)OC)C=C1C)C)F (5-difluoromethoxy-2-[(3,4-dimethoxy-2-pyridyl)methylthio]-4,6-dimethyl-1H-benzimidazole), C([O-])([O-])=O.[Na+].[Na+] (sodium carbonate), S(=S)(=O)([O-])[O-].[Na+].[Na+] (sodium thiosulphate). The solvent is C(C)N(CC)CC (triethylamine), C(Cl)Cl (methylene chloride), C(Cl)Cl (methylene chloride). Reaction conditions: time 15 minute. The product is FC(OC1=C(C2=C(NC(=N2)S(=O)CC2=NC=CC(=C2OC)OC)C=C1C)C)F (5-Difluoromethoxy-2-[(3,4-dimethoxy-2-pyridyl)methylsulphinyl]-4,6-dimethyl-1H-benzimidazole). RXN SMILES: ClC1C=C(C=CC=1)C(OO)=[O:6].[F:12][CH:13]([F:38])[O:14][C:15]1[C:35]([CH3:36])=[CH:34][C:18]2[NH:19][C:20]([S:22][CH2:23][C:24]3[C:29]([O:30][CH3:31])=[C:28]([O:32][CH3:33])[CH:27]=[CH:26][N:25]=3)=[N:21][C:17]=2[C:16]=1[CH3:37].C(=O)([O-])[O-].[Na+].[Na+].S([O-])([O-])(=O)=S.[Na+].[Na+]>C(Cl)Cl.C(N(CC)CC)C>[F:38][CH:13]([F:12])[O:14][C:15]1[C:35]([CH3:36])=[CH:34][C:18]2[NH:19][C:20]([S:22]([CH2:23][C:24]3[C:29]([O:30][CH3:31])=[C:28]([O:32][CH3:33])[CH:27]=[CH:26][N:25]=3)=[O:6])=[N:21][C:17]=2[C:16]=1[CH3:37] |f:2.3.4,5.6.7|. Reported procedure: 5 ml of a 0.2N solution of m-chloroperoxybenzoic acid in methylene chloride are added dropwise at -40° C. to a solution of 0.39 g (1 mmol) of 5-difluoromethoxy-2-[(3,4-dimethoxy-2-pyridyl)methylthio]-4,6-dimethyl-1H-benzimidazole in 20 ml of methylene chloride, and the mixture is stirred for 15 minutes. 0.5 ml of triethylamine are then added and the reaction mixture is poured into 20 ml of a 1:1 mixture of 5% sodium carbonate solution and 5% sodium thiosulphate solution. After phase separation, ... Reactants: N(=[N+]=[N-])CC=1N(C(=C(N1)C(C)C)CC1=CC(=CC(=C1)Cl)Cl)C (2-azidomethyl-5-(3,5-dichlorobenzyl)-4-isopropyl-1-methyl-1H-imidazole), [H][H] (hydrogen). The reagents and catalysts are [C].[Pd] (palladium carbon). The solvent is C(C)O (ethanol). Run at time 4 hour. Product: NCC=1N(C(=C(N1)C(C)C)CC1=CC(=CC(=C1)Cl)Cl)C (2-aminomethyl-5-(3,5-dichlorobenzyl)-4-isopropyl-1-methyl-1H-imidazole). Yield: 68.4%. As a reaction SMILES: [N:1]([CH2:4][C:5]1[N:6]([CH3:22])[C:7]([CH2:13][C:14]2[CH:19]=[C:18]([Cl:20])[CH:17]=[C:16]([Cl:21])[CH:15]=2)=[C:8]([CH:10]([CH3:12])[CH3:11])[N:9]=1)=[N+]=[N-].[H][H]>C(O)C.[C].[Pd]>[NH2:1][CH2:4][C:5]1[N:6]([CH3:22])[C:7]([CH2:13][C:14]2[CH:19]=[C:18]([Cl:20])[CH:17]=[C:16]([Cl:21])[CH:15]=2)=[C:8]([CH:10]([CH3:12])[CH3:11])[N:9]=1 |f:3.4|. Procedure details: In 8 ml of ethanol was dissolved 150 mg (0.44 mmol) of 2-azidomethyl-5-(3,5-dichlorobenzyl)-4-isopropyl-1-methyl-1H-imidazole (60), and 50 mg of 10% palladium carbon was added at -20° C. The mixture was stirred at room temperature under a stream of hydrogen. After 4 hours, the reaction mixture was filtered through Celite, and the filtrate was concentrated to give 94 mg of Compound I-101 (yield 68%). Starting materials: COCCOC, COC(=O)C(C)N(C(=O)CO)c1c(C)csc1C, CN(C)S(=O)(=O)O, [Cl-], [H-], [Na+]. The product is COC(=O)C(C)N(C(=O)COS(=O)(=O)N(C)C)c1c(C)csc1C. As a reaction SMILES: [CH2:29]([CH2:30][O:31][CH3:32])[O:33][CH3:34].[CH3:1][O:2][C:3]([CH:4]([N:5]([c:6]1[c:7]([CH3:12])[s:8][cH:9][c:10]1[CH3:11])[C:13]([CH2:14][OH:15])=[O:16])[CH3:17])=[O:18].[CH3:22][N:23]([S:24]([OH:25])(=[O:26])=[O:27])[CH3:28].[Cl-:21].[H-:19].[Na+:20]>>[CH3:1][O:2][C:3]([CH:4]([N:5]([c:6]1[c:7]([CH3:12])[s:8][cH:9][c:10]1[CH3:11])[C:13]([CH2:14][O:15][S:24]([N:23]([CH3:22])[CH3:28])(=[O:25])=[O:26])=[O:16])[CH3:17])=[O:18]. The reactants are CC1=C(OC2=C1C=C(C=C2)OCCNC[C@@H](COC2=CC=CC=C2)O)C(=O)O (methyl 5-(2-(2(S)-hydroxy-3-phenoxy-propyl-amino)ethoxy)benzofuran-2-carboxylic acid), COCCN (2-methoxyethyl-amine). The solvent is CO (methanol). The product is COCCNC(=O)C=1OC2=C(C1)C=C(C=C2)OCCNC[C@@H](COC2=CC=CC=C2)O (5-(2-(2(S)-Hydroxy-3-phenoxy-propylamino)ethoxy)-benzofuran-2-carboxylic acid, (2-methoxy-ethyl)-amide). As a reaction SMILES: C[C:2]1[C:6]2[CH:7]=[C:8]([O:11][CH2:12][CH2:13][NH:14][CH2:15][C@H:16]([OH:25])[CH2:17][O:18][C:19]3[CH:24]=[CH:23][CH:22]=[CH:21][CH:20]=3)[CH:9]=[CH:10][C:5]=2[O:4][C:3]=1[C:26]([OH:28])=O.[CH3:29][O:30][CH2:31][CH2:32][NH2:33]>CO>[CH3:29][O:30][CH2:31][CH2:32][NH:33][C:26]([C:3]1[O:4][C:5]2[CH:10]=[CH:9][C:8]([O:11][CH2:12][CH2:13][NH:14][CH2:15][C@H:16]([OH:25])[CH2:17][O:18][C:19]3[CH:20]=[CH:21][CH:22]=[CH:23][CH:24]=3)=[CH:7][C:6]=2[CH:2]=1)=[O:28]. Reported procedure: A solution of methyl 5-(2-(2(S)-hydroxy-3-phenoxy-propyl-amino)ethoxy)benzofuran-2-carboxylic acid (0.10 g, 0.26 mmol) and 2-methoxyethyl-amine (0.6 mL) in methanol (3 mL) were maintained at reflux temperature for 18 h. The reaction solution was concentrated in vacuo and flash chromatographed on silica gel (5% methanol:chloroform) to afford the title compound as a colorless solid. (92 mg; m.p. 95°-96° C. Analytical calculated for C23H28N2O6.0.25H2O: C, 63.79; H, 6.63; N, 6.47. Found: C, 63.59; H... RXN SMILES: [CH3:1][C@H:2]1[C@H:20]([CH3:21])[N:7]2[C:8]3[CH:9]=[C:10]([C:15]([O:17]CC)=[O:16])[CH:11]=[CH:12][C:13]=3[CH:14]=[C:6]2[C:5](=[O:22])[NH:4][CH2:3]1>O1CCOCC1.O>[CH3:1][C@H:2]1[C@H:20]([CH3:21])[N:7]2[C:8]3[CH:9]=[C:10]([C:15]([OH:17])=[O:16])[CH:11]=[CH:12][C:13]=3[CH:14]=[C:6]2[C:5](=[O:22])[NH:4][CH2:3]1 |f:1.2|. Yields the product C[C@@H]1CNC(C=2N(C=3C=C(C=CC3C2)C(=O)O)[C@H]1C)=O (trans-4,5-dimethyl-1-oxo-2,3,4,5-tetrahydro-1H-[1,4]diazepino[1,2-a]indole-8-carboxylic acid). Run at time 6 hour. Reactants: C[C@@H]1CNC(C=2N(C=3C=C(C=CC3C2)C(=O)OCC)[C@H]1C)=O (ethyl trans-4,5-dimethyl-1-oxo-2,3,4,5-tetrahydro-1H-[1,4]diazepino[1,2-a]indole-8-carboxylate), LiOH monohydrate. Procedure details: A mixture of ethyl trans-4,5-dimethyl-1-oxo-2,3,4,5-tetrahydro-1H-[1,4]diazepino[1,2-a]indole-8-carboxylate (363 mg, 1.2 mmol) and LiOH monohydrate (76 mg, 1.8 mmol) in dioxane:water (1:1, 10 mL) is stirred at room temperature for 6 h. The solvents are removed and water is added. The solution is acidified to pH 5 with 1M HCl and the resulting white solid is filtered and dried to afford the title compound (201 mg, 61%) as a white solid. The yield is 61.5%. Run in O1CCOCC1.O (dioxane water). Reactants: C(CC(=O)OCC)(=O)OCC (diethyl malonate), Cl (HCl), [O-]CC.[Mg+2].[O-]CC (magnesium ethoxide), C(=O)(O)[O-].[Na+] (NaHCO3), C(CC)(=O)Cl (propionyl chloride). Run in C1(=CC=CC=C1)C (toluene), C1(=CC=CC=C1)C (toluene). Conditions: temperature 50 celsius, time 2.5 hour. The product is C(CC)(=O)C(C(=O)OCC)C(=O)OCC (Diethyl propionylmalonate). As a reaction SMILES: [O-]CC.[Mg+2].[O-]CC.[C:8]([O:16][CH2:17][CH3:18])(=[O:15])[CH2:9][C:10]([O:12][CH2:13][CH3:14])=[O:11].[C:19](Cl)(=[O:22])[CH2:20][CH3:21].Cl.C([O-])(O)=O.[Na+]>C1(C)C=CC=CC=1>[C:19]([CH:9]([C:10]([O:12][CH2:13][CH3:14])=[O:11])[C:8]([O:16][CH2:17][CH3:18])=[O:15])(=[O:22])[CH2:20][CH3:21] |f:0.1.2,6.7|. Procedure details: To a stirred suspension of magnesium ethoxide (3.56 g, 31.2 mmol) in anhydrous toluene (10 ml) at RT is added a solution of diethyl malonate (5 g, 31.2 mmol) in toluene (40 ml). The mixture is stirred at 50° C. for 2.5 hrs (until all the solid dissolved) then cooled to 8-10° C. (note: solidification occurs at 5° C.). To this solution is added slowly propionyl chloride (2.7 ml, 31.2 mmol). The reaction mixture is warmed to ambient temperature and stirring continues for 2 hrs. The reaction mixture... Reactants: [Li]CCCC, CC(=O)O, CCCCCC, COP(C)(=O)OC, C1CCOC1, COC(=O)C1CC(c2ccccc2)C1. Yields the product COP(=O)(CC(=O)C1CC(c2ccccc2)C1)OC. RXN SMILES: [CH2:1]([Li:2])[CH2:3][CH2:4][CH3:5].[CH3:27][C:28](=[O:29])[OH:30].[CH3:31][CH2:32][CH2:33][CH2:34][CH2:35][CH3:36].[CH3:6][P:7]([O:8][CH3:9])([O:10][CH3:11])=[O:12].[O:37]1[CH2:38][CH2:39][CH2:40][CH2:41]1.[c:13]1([CH:19]2[CH2:20][CH:21]([C:23](=[O:24])[O:25][CH3:26])[CH2:22]2)[cH:14][cH:15][cH:16][cH:17][cH:18]1>>[CH2:6]([P:7]([O:8][CH3:9])([O:10][CH3:11])=[O:12])[C:23]([CH:21]1[CH2:20][CH:19]([c:13]2[cH:14][cH:15][cH:16][cH:17][cH:18]2)[CH2:22]1)=[O:24]. The reactants are CC(C)(C)OC(=O)NC1=NC(c2cc(N)ccc2F)(C(F)F)COC1, N#Cc1ccc(C(=O)O)nc1, ClCCCl, CCOC(C)=O, CCOC(C)=O, CCCCCC, CN(C)C=O, O, O, On1nnc2ccccc21. Product: CC(C)(C)OC(=O)NC1=NC(c2cc(NC(=O)c3ccc(C#N)cn3)ccc2F)(C(F)F)COC1. As a reaction SMILES: [C:1]([CH3:2])([CH3:3])([CH3:4])[O:5][C:6]([NH:7][C:8]1=[N:13][C:12]([CH:14]([F:15])[F:16])([c:17]2[c:18]([F:24])[cH:19][cH:20][c:21]([NH2:23])[cH:22]2)[CH2:11][O:10][CH2:9]1)=[O:25].[C:26](#[N:27])[c:28]1[cH:29][cH:30][c:31]([C:34](=[O:35])[OH:36])[n:32][cH:33]1.[CH2:48]([Cl:49])[CH2:50][Cl:51].[CH3:57][CH2:58][O:59][C:60]([CH3:61])=[O:62].[CH3:64][CH2:65][O:66][C:67]([CH3:68])=[O:69].[CH3:70][CH2:71][CH2:72][CH2:73][CH2:74][CH3:75].[O:52]=[CH:53][N:54]([CH3:55])[CH3:56].[OH2:47].[OH2:63].[OH:37][n:38]1[c:39]2[c:40]([cH:41][cH:42][cH:43][cH:44]2)[n:45][n:46]1>>[C:1]([CH3:2])([CH3:3])([CH3:4])[O:5][C:6]([NH:7][C:8]1=[N:13][C:12]([CH:14]([F:15])[F:16])([c:17]2[c:18]([F:24])[cH:19][cH:20][c:21]([NH:23][C:34]([c:31]3[cH:30][cH:29][c:28]([C:26]#[N:27])[cH:33][n:32]3)=[O:35])[cH:22]2)[CH2:11][O:10][CH2:9]1)=[O:25].